Dataset: the Open Reaction Database (ORD), a public repository of structured organic reaction records. Task: describe an organic reaction: reactants, conditions, products, and yield Reactants: BrCCC (1-bromopropane), C(C)C(CNC1=CC=CC=C1)CCCC (N-(2-ethylhexyl)aniline), BrCCC (1-bromopropane), C([O-])([O-])=O.[K+].[K+] (potassium carbonate). The solvent is CN(C=O)C (N,N-dimethylformamide). Run at temperature 125 celsius, time 24 hour. The product is C(C)C(CN(C1=CC=CC=C1)CCC)CCCC (N-(2-ethylhexyl)-N-propylaniline). Yield: 78.0%. As a reaction SMILES: [CH2:1]([CH:3]([CH2:12][CH2:13][CH2:14][CH3:15])[CH2:4][NH:5][C:6]1[CH:11]=[CH:10][CH:9]=[CH:8][CH:7]=1)[CH3:2].Br[CH2:17][CH2:18][CH3:19].C(=O)([O-])[O-].[K+].[K+]>CN(C)C=O>[CH2:1]([CH:3]([CH2:12][CH2:13][CH2:14][CH3:15])[CH2:4][N:5]([CH2:17][CH2:18][CH3:19])[C:6]1[CH:7]=[CH:8][CH:9]=[CH:10][CH:11]=1)[CH3:2] |f:2.3.4|. Reported procedure: A mixture of N-(2-ethylhexyl)aniline (8.9 parts), 1-bromopropane (7.4 parts), anhydrous potassium carbonate (11 parts) and N,N-dimethylformamide (30 parts) was stirred at 125° C. for 24 hours. An additional quantity of 1-bromopropane (5 parts) was added and the mixture stirred for a further 18 hours at 125° C. The cooled mixture was filtered and poured into water. The product was extracted into dichloromethane and evaporated to yield N-(2-ethylhexyl)-N-propylaniline (8.9 parts, 78%) which was re... The reactants are ClC1=NC2=CC=C(C=C2C=C1C(=O)O)Cl (2,6-dichloroquinoline-3-carboxylic acid), FC1=C(CC(N)C(=O)O)C=CC=C1 (2-fluoro-DL-phenylalanine). Yields the product [NH4+].C(=O)(O)C(CC1=C(C=CC=C1)F)NC1=NC2=CC=C(C=C2C=C1C(=O)[O-])Cl (2-[1-Carboxy-2-(2-fluoro-phenyl)-ethylamino]-6-chloro-quinoline-3-carboxylic acid ammonium salt). Isolated yield 58.0%. As a reaction SMILES: Cl[C:2]1[C:11]([C:12]([OH:14])=[O:13])=[CH:10][C:9]2[C:4](=[CH:5][CH:6]=[C:7]([Cl:15])[CH:8]=2)[N:3]=1.[F:16][C:17]1[CH:28]=[CH:27][CH:26]=[CH:25][C:18]=1[CH2:19][CH:20]([C:22]([OH:24])=[O:23])[NH2:21]>>[NH4+:3].[C:22]([CH:20]([NH:21][C:2]1[C:11]([C:12]([O-:14])=[O:13])=[CH:10][C:9]2[C:4](=[CH:5][CH:6]=[C:7]([Cl:15])[CH:8]=2)[N:3]=1)[CH2:19][C:18]1[CH:25]=[CH:26][CH:27]=[CH:28][C:17]=1[F:16])([OH:24])=[O:23] |f:2.3|. Reported procedure: In close analogy to the procedure described in Example 1, 2,6-dichloroquinoline-3-carboxylic acid is reacted with 2-fluoro-DL-phenylalanine to provide the title compound in 58% yield as yellow needles (recrystallization from MeOH/NH4OH). Reactants: BrC(C(=O)C1=CC=C(NS(=O)(=O)C)C=C1)C (4'-(2-bromopropionyl)methanesulfonanilide), C(C1=CC=CC=C1)NCC1=CC=CC=C1 (dibenzylamine). The solvent is C(C)#N (acetonitrile). Product: C(C1=CC=CC=C1)N([C@@H](C)C(=O)C1=CC=C(NS(=O)(=O)C)C=C1)CC1=CC=CC=C1 (4'-(N,N-DIBENZYLALANYL)METHANESULFONANILIDE). RXN SMILES: Br[CH:2]([CH3:16])[C:3]([C:5]1[CH:15]=[CH:14][C:8]([NH:9][S:10]([CH3:13])(=[O:12])=[O:11])=[CH:7][CH:6]=1)=[O:4].[CH2:17]([NH:24][CH2:25][C:26]1[CH:31]=[CH:30][CH:29]=[CH:28][CH:27]=1)[C:18]1[CH:23]=[CH:22][CH:21]=[CH:20][CH:19]=1>C(#N)C>[CH2:25]([N:24]([CH2:17][C:18]1[CH:23]=[CH:22][CH:21]=[CH:20][CH:19]=1)[C@H:2]([C:3]([C:5]1[CH:15]=[CH:14][C:8]([NH:9][S:10]([CH3:13])(=[O:12])=[O:11])=[CH:7][CH:6]=1)=[O:4])[CH3:16])[C:26]1[CH:31]=[CH:30][CH:29]=[CH:28][CH:27]=1. Procedure details: Reaction of 4'-(2-bromopropionyl)methanesulfonanilide with 2 molar equivalents of dibenzylamine in acetonitrile provides 4'-(N,N-DIBENZYLALANYL)METHANESULFONANILIDE purified as the hydrochloride, m.p. 216.0°-218.0°C. (dec.). Reactants: CN(c1ncccc1CO)C1CCN(Cc2ccccc2)CC1, CI, CS(C)=O, [K+], [OH-], O. Product: COCc1cccnc1N(C)C1CCN(Cc2ccccc2)CC1. RXN SMILES: [CH2:3]([c:4]1[cH:5][cH:6][cH:7][cH:8][cH:9]1)[N:10]1[CH2:11][CH2:12][CH:13]([N:16]([c:17]2[n:18][cH:19][cH:20][cH:21][c:22]2[CH2:23][OH:24])[CH3:25])[CH2:14][CH2:15]1.[CH3:26][I:27].[CH3:28][S:29]([CH3:30])=[O:31].[K+:2].[OH-:1].[OH2:32]>>[CH2:3]([c:4]1[cH:5][cH:6][cH:7][cH:8][cH:9]1)[N:10]1[CH2:11][CH2:12][CH:13]([N:16]([c:17]2[n:18][cH:19][cH:20][cH:21][c:22]2[CH2:23][O:24][CH3:26])[CH3:25])[CH2:14][CH2:15]1. Reactants: BrC=1C=C(C=CC1)C1=NC(=CC(=C1)C1=CC=C(C=C1)C(F)(F)F)C(F)(F)F (2-(3-bromo-phenyl)-6-trifluoromethyl-4-(4-trifluoromethyl-phenyl)-pyridine), NC1=NC=C(C=C1)B1OC(C(O1)(C)C)(C)C (2-amino-5-(4,4,5,5-tetramethyl-1,3,2-dioxaborolan-2-yl)pyridine). Yields the product FC(C1=CC(=CC(=N1)C=1C=C(C=CC1)C=1C=CC(=NC1)N)C1=CC=C(C=C1)C(F)(F)F)(F)F (5-{3-[6-Trifluoromethyl-4-(4-trifluoromethyl-phenyl)-pyridin-2-yl]-phenyl}-pyridin-2-ylamine), solid. The yield is 53.0%. RXN SMILES: Br[C:2]1[CH:3]=[C:4]([C:8]2[CH:13]=[C:12]([C:14]3[CH:19]=[CH:18][C:17]([C:20]([F:23])([F:22])[F:21])=[CH:16][CH:15]=3)[CH:11]=[C:10]([C:24]([F:27])([F:26])[F:25])[N:9]=2)[CH:5]=[CH:6][CH:7]=1.[NH2:28][C:29]1[CH:34]=[CH:33][C:32](B2OC(C)(C)C(C)(C)O2)=[CH:31][N:30]=1>>[F:25][C:24]([F:27])([F:26])[C:10]1[N:9]=[C:8]([C:4]2[CH:3]=[C:2]([C:32]3[CH:33]=[CH:34][C:29]([NH2:28])=[N:30][CH:31]=3)[CH:7]=[CH:6][CH:5]=2)[CH:13]=[C:12]([C:14]2[CH:19]=[CH:18][C:17]([C:20]([F:23])([F:22])[F:21])=[CH:16][CH:15]=2)[CH:11]=1. Reported procedure: The title compound was prepared from 2-(3-bromo-phenyl)-6-trifluoromethyl-4-(4-trifluoromethyl-phenyl)-pyridine (example E.81) (0.20 g, 0.45 mmol) and commercially available 2-amino-5-(4,4,5,5-tetramethyl-1,3,2-dioxaborolan-2-yl)pyridine (0.109 g, 0.49 mmol) according to the general procedure VI. Obtained as a white solid (0.110 g, 53%). MS (ISP) 460.2 [(M+H)+]; mp 166° C. Starting materials: FC(C(=O)OC(C(F)(F)F)=O)(F)F (trifluoroacetic anhydride), CN1CC=2N(C3=C(C1=O)C=CS3)C=NC2C(=O)N (5-methyl-4-oxo-5,6-dihydro-4H-imidazo[1,5-a]thieno[3,2-f][1,4]diazepine-7-carboxamide), ice water. Run in O1CCOCC1 (dioxan), N1=CC=CC=C1 (pyridine). Run at time 2.5 hour. The product is CN1CC=2N(C3=C(C1=O)C=CS3)C=NC2C#N (5-methyl-4-oxo-5,6-dihydro-4H-imidazo[1,5-a]thieno[3,2-f][1,4]diazepine-7-carbonitrile). Yield: 90.9%. RXN SMILES: FC(F)(F)C(OC(=O)C(F)(F)F)=O.[CH3:14][N:15]1[C:21](=[O:22])[C:20]2[CH:23]=[CH:24][S:25][C:19]=2[N:18]2[CH:26]=[N:27][C:28]([C:29]([NH2:31])=O)=[C:17]2[CH2:16]1>O1CCOCC1.N1C=CC=CC=1>[CH3:14][N:15]1[C:21](=[O:22])[C:20]2[CH:23]=[CH:24][S:25][C:19]=2[N:18]2[CH:26]=[N:27][C:28]([C:29]#[N:31])=[C:17]2[CH2:16]1. Procedure details: 8.7 ml (62.9 mmol) of trifluoroacetic anhydride were added dropwise at 5°-8° to a suspension of 15 g (57.2 mmol) of 5-methyl-4-oxo-5,6-dihydro-4H-imidazo[1,5-a]thieno[3,2-f][1,4]diazepine-7-carboxamide in 80 ml of dioxan and 20 ml of pyridine. The beige solution obtained was stirred at 50° for 2.5 hours and subsequently poured into 220 ml of ice-water. The resulting precipitate was filtered off. After drying at 70°/10 Torr there were obtained 12.70 g (91%) of 5-methyl-4-oxo-5,6-dihydro-4H-imidaz... Starting materials: Ether-HCl, Cl.COC(CC1=CC(=C(C=C1)OC)OC)=N (methyl-(3,4dimethoxyphenyl)-acetimidate hydrochloride), N(C1=CC=CC=C1)C1=C(C(=O)C2=CC=CC=C2)C=CC=C1NC1=CC=CC=C1 (2,3-diamiinobenzophenone). Solvent: C(C)OCC (diethyl ether), CO (methanol). Conditions: time 72 hour. The product is COC=1C=C(CC2=NC3=C(N2)C=CC(=C3)C(=O)C3=CC=CC=C3)C=CC1OC ([2-(3,4-Dimethoxybenzyl)-1H-benzoimidazol-5-yl]-phenyl-methanone), Cl (hydrochloride), penta-hydrate. As a reaction SMILES: [ClH:1].CO[C:4](=[NH:16])[CH2:5][C:6]1[CH:11]=[CH:10][C:9]([O:12][CH3:13])=[C:8]([O:14][CH3:15])[CH:7]=1.N([C:24]1[C:37]([NH:38]C2C=CC=CC=2)=[CH:36][CH:35]=[CH:34][C:25]=1[C:26]([C:28]1[CH:33]=[CH:32][CH:31]=[CH:30][CH:29]=1)=[O:27])C1C=CC=CC=1>CO.C(OCC)C>[CH3:15][O:14][C:8]1[CH:7]=[C:6]([CH:11]=[CH:10][C:9]=1[O:12][CH3:13])[CH2:5][C:4]1[NH:16][C:36]2[CH:35]=[CH:34][C:25]([C:26]([C:28]3[CH:29]=[CH:30][CH:31]=[CH:32][CH:33]=3)=[O:27])=[CH:24][C:37]=2[N:38]=1.[ClH:1] |f:0.1|. Reported procedure: A mixture of methyl-(3,4dimethoxyphenyl)-acetimidate hydrochloride (2.5 g; 10 mmol) and 2,3-diamiinobenzophenone (2.1 g; 10 mmol) in methanol (70 mL) was stirred at ambient temperature for 72 hours. The reaction mixture was concentrated to dryness, and H2O was added. The solid (2.3 g) was subjected to flash chromatography on silica gel (CH2Cl2/MeOH; 9:1) to afford a gummy material. This was dissolved in diethyl ether, and Ether-HCl was added to obtain the title compound as a buff solid, hydrochl... Reactants: C(C)(C)(C)OC(=O)N[C@H]1CN(C[C@H](C1)NC(=O)OC(C)(C)C)C1=NC2=CC=C(C=C2N=C1N1C[C@@H](C[C@@H](C1)NC(=O)OC(C)(C)C)NC(=O)OC(C)(C)C)NC(C1=CC=C(C=C1)[N+](=O)[O-])=O (N-(2,3-bis-((3R,5S)-3,5-bis-(tert-Butoxycarbonylamino)-piperidin-1-yl)-quinoxalin-6-yl)-4-nitro-benzamide), NN (hydrazine). The product is NC1=CC=C(C(=O)NC=2C=C3N=C(C(=NC3=CC2)N2C[C@@H](C[C@@H](C2)NC(=O)OC(C)(C)C)NC(=O)OC(C)(C)C)N2C[C@@H](C[C@@H](C2)NC(=O)OC(C)(C)C)NC(=O)OC(C)(C)C)C=C1 (4-Amino-N-(2,3-bis-((3R,5S)-3,5-bis-(tert-Butoxycarbonylamino)-piperidin-1-yl)-quinoxalin-6-yl)-benzamide). The reagents and catalysts are [Ni] (Raney Nickel). The yield is 100.6%. Solvent: CCOC(=O)C (EtOAc), CO (MeOH), CCOC(=O)C (EtOAc). Procedure: N-(2,3-bis-((3R,5S)-3,5-bis-(tert-Butoxycarbonylamino)-piperidin-1-yl)-quinoxalin-6-yl)-4-nitro-benzamide (251) (0.063 g, 0.068 mmol) was dissolved in a mixture of EtOAc (3 mL) and MeOH (3 mL). The solution was heated to 60° C. and Raney Nickel (0.25 mL, 50% slurry in water) and hydrazine (0.5 mL, anhydrous) were added. Bubbling was observed. The mixture continued to stir for 15 minutes at 60° C. The mixture was passed through a plug of silica gel and concentrated to give an orange powder. The s... Reaction conditions: temperature 60 celsius, time 15 minute. As a reaction SMILES: [C:1]([O:5][C:6]([NH:8][C@@H:9]1[CH2:14][C@H:13]([NH:15][C:16]([O:18][C:19]([CH3:22])([CH3:21])[CH3:20])=[O:17])[CH2:12][N:11]([C:23]2[C:32]([N:33]3[CH2:38][C@@H:37]([NH:39][C:40]([O:42][C:43]([CH3:46])([CH3:45])[CH3:44])=[O:41])[CH2:36][C@@H:35]([NH:47][C:48]([O:50][C:51]([CH3:54])([CH3:53])[CH3:52])=[O:49])[CH2:34]3)=[N:31][C:30]3[C:25](=[CH:26][CH:27]=[C:28]([NH:55][C:56](=[O:66])[C:57]4[CH:62]=[CH:61][C:60]([N+:63]([O-])=O)=[CH:59][CH:58]=4)[CH:29]=3)[N:24]=2)[CH2:10]1)=[O:7])([CH3:4])([CH3:3])[CH3:2].NN>CCOC(C)=O.CO.[Ni]>[NH2:63][C:60]1[CH:61]=[CH:62][C:57]([C:56]([NH:55][C:28]2[CH:29]=[C:30]3[C:25](=[CH:26][CH:27]=2)[N:24]=[C:23]([N:11]2[CH2:10][C@@H:9]([NH:8][C:6]([O:5][C:1]([CH3:4])([CH3:2])[CH3:3])=[O:7])[CH2:14][C@@H:13]([NH:15][C:16]([O:18][C:19]([CH3:22])([CH3:21])[CH3:20])=[O:17])[CH2:12]2)[C:32]([N:33]2[CH2:38][C@@H:37]([NH:39][C:40]([O:42][C:43]([CH3:45])([CH3:44])[CH3:46])=[O:41])[CH2:36][C@@H:35]([NH:47][C:48]([O:50][C:51]([CH3:54])([CH3:53])[CH3:52])=[O:49])[CH2:34]2)=[N:31]3)=[O:66])=[CH:58][CH:59]=1.